This data is from the Open Reaction Database (ORD), a public repository of structured organic reaction records. The task is: describe an organic reaction: reactants, conditions, products, and yield Reactants: O[C@@H]1C[C@H](OCC2=CC=CC=C2)C1, O=S(C1=CC=CC=N1)(F)=O (2-pyridinesulfonyl fluoride). The reagents and catalysts are N\2=C1\N(CCCCC1)CCC/2 (DBU). Solvent: C1CCCO1 (THF), C1CCCO1 (THF). Conditions: time 48 hour. The product is F[C@@H]1C[C@H](OCC2=CC=CC=C2)C1. Isolated yield 1.0%. The reactants are ClC1=CC=C2C(=C(C(NC2=C1)=O)SCC(=O)OC)O (7-chloro-4-hydroxy-3-(methoxycarbonylmethylthio)-2(1H)-quinolone), Cl (hydrochloric acid). Procedure: The 7-chloro-4-hydroxy-3-(methoxycarbonylmethylthio)-2(1H)-quinolone obtained in accordance with Example 7 is dissolved in 2N sodium hydroxide solution and left to stand for 2 hours at room temperature. The reaction mixture is adjusted to pH 2 with 4N hydrochloric acid and the resulting suspension is filtered. The colourless crystals are dried under a high vacuum at 60°. 7-chloro-4-hydroxy-3-(carboxymethylthio)-2(1H)-quinolone is obtained in the form of pure crystals having a melting point of 28... Run at time 2 hour. Product: ClC1=CC=C2C(=C(C(NC2=C1)=O)SCC(=O)O)O (7-chloro-4-hydroxy-3-(carboxymethylthio)-2(1H)-quinolone). Solvent: [OH-].[Na+] (sodium hydroxide). As a reaction SMILES: [Cl:1][C:2]1[CH:11]=[C:10]2[C:5]([C:6]([OH:19])=[C:7]([S:13][CH2:14][C:15]([O:17]C)=[O:16])[C:8](=[O:12])[NH:9]2)=[CH:4][CH:3]=1.Cl>[OH-].[Na+]>[Cl:1][C:2]1[CH:11]=[C:10]2[C:5]([C:6]([OH:19])=[C:7]([S:13][CH2:14][C:15]([OH:17])=[O:16])[C:8](=[O:12])[NH:9]2)=[CH:4][CH:3]=1 |f:2.3|. Reported procedure: In a manner analogous to example 1j, by reaction of 45 g (0.17 mol) of 1-[3-(tert-butyldimethylsilanyloxy)phenyl]propan-1-ol with (148 g, 1.7 mol) of manganese dioxide. A yellow oil is obtained (m=45 g, Y=100%). RXN SMILES: [Si:1]([O:8][C:9]1[CH:10]=[C:11]([CH:15]([OH:18])[CH2:16][CH3:17])[CH:12]=[CH:13][CH:14]=1)([C:4]([CH3:7])([CH3:6])[CH3:5])([CH3:3])[CH3:2]>[O-2].[O-2].[Mn+4]>[Si:1]([O:8][C:9]1[CH:10]=[C:11]([C:15](=[O:18])[CH2:16][CH3:17])[CH:12]=[CH:13][CH:14]=1)([C:4]([CH3:7])([CH3:6])[CH3:5])([CH3:3])[CH3:2] |f:1.2.3|. Reactants: [Si](C)(C)(C(C)(C)C)OC=1C=C(C=CC1)C(CC)O (1-[3-(tert-butyldimethylsilanyloxy)phenyl]propan-1-ol). The reagents and catalysts are [O-2].[O-2].[Mn+4] (manganese dioxide). Product: [Si](C)(C)(C(C)(C)C)OC=1C=C(C=CC1)C(CC)=O (1-[3-(tert-Butyldimethylsilanyloxy)phenyl]propan-1-one). Starting materials: CCOC(=O)Cc1ccccc1OCCn1ccnc1, Cl. Product: O=C(O)Cc1ccccc1OCCn1ccnc1. As a reaction SMILES: [CH2:1]([CH3:2])[O:3][C:4]([CH2:5][c:6]1[c:7]([O:12][CH2:13][CH2:14][n:15]2[cH:16][n:17][cH:18][cH:19]2)[cH:8][cH:9][cH:10][cH:11]1)=[O:20].[ClH:21]>>[O:3]=[C:4]([CH2:5][c:6]1[c:7]([O:12][CH2:13][CH2:14][n:15]2[cH:16][n:17][cH:18][cH:19]2)[cH:8][cH:9][cH:10][cH:11]1)[OH:20].